Dataset: the Open Reaction Database (ORD), a public repository of structured organic reaction records. Task: describe an organic reaction: reactants, conditions, products, and yield Reactants: [N+](=O)([O-])C1=C(C(=O)NC2=CC=C(C(=O)N(C)C3=C(C=C(C=C3)C)OCCCCCC(=O)OCC)C=C2)C=CC=C1 (4-(2-nitrobenzoyl)amino-N-[2-(5-ethoxycarbonylpent-1-yloxy)-4-methylphenyl]-N-methylbenzamide), [H][H] (hydrogen). The reagents and catalysts are [OH-].[Pd+2].[OH-] (palladium hydroxide). Solvent: C(C)O (ethanol). Reaction conditions: time 2 hour. The product is NC1=C(C(=O)NC2=CC=C(C(=O)N(C3=C(C=C(C=C3)C)OCCCCCC(=O)OCC)C)C=C2)C=CC=C1 (4-(2-aminobenzoyl)amino-N-methyl-N-[2-(5-ethoxycarbonylpent-1-yloxy)-4-methylphenyl]benzamide). Yield: 92.6%. Reaction SMILES: [N+:1]([C:4]1[CH:40]=[CH:39][CH:38]=[CH:37][C:5]=1[C:6]([NH:8][C:9]1[CH:36]=[CH:35][C:12]([C:13]([N:15]([C:17]2[CH:22]=[CH:21][C:20]([CH3:23])=[CH:19][C:18]=2[O:24][CH2:25][CH2:26][CH2:27][CH2:28][CH2:29][C:30]([O:32][CH2:33][CH3:34])=[O:31])[CH3:16])=[O:14])=[CH:11][CH:10]=1)=[O:7])([O-])=O.[H][H]>C(O)C.[OH-].[Pd+2].[OH-]>[NH2:1][C:4]1[CH:40]=[CH:39][CH:38]=[CH:37][C:5]=1[C:6]([NH:8][C:9]1[CH:36]=[CH:35][C:12]([C:13]([N:15]([CH3:16])[C:17]2[CH:22]=[CH:21][C:20]([CH3:23])=[CH:19][C:18]=2[O:24][CH2:25][CH2:26][CH2:27][CH2:28][CH2:29][C:30]([O:32][CH2:33][CH3:34])=[O:31])=[O:14])=[CH:11][CH:10]=1)=[O:7] |f:3.4.5|. Procedure details: A solution of 4-(2-nitrobenzoyl)amino-N-[2-(5-ethoxycarbonylpent-1-yloxy)-4-methylphenyl]-N-methylbenzamide (800 mg), 20% palladium hydroxide (200 mg) in ethanol (20 ml) was stirred under atmospheric pressure of hydrogen at ambient temperature. After 2 hours, the reaction mixture was filtered through a bed of Celite, and the solvent was removed by rotary evaporation and the crude product was purified by silica gel column chromatography (SiO2 30 g, ethyl acetate/hexane=3/1) to give 4-(2-aminobenz... The reactants are CCC(CC)CNC(=O)c1ccc2cccc(Cc3ccc(C(=O)O)cc3OC)c2c1, ClCCl, CCN=C=NCCCN(C)C, CN(C)c1ccncc1, Cl, Cc1ccccc1S(N)(=O)=O. The product is CCC(CC)CNC(=O)c1ccc2cccc(Cc3ccc(C(=O)NS(=O)(=O)c4ccccc4C)cc3OC)c2c1. RXN SMILES: [CH2:1]([CH3:2])[CH:3]([CH2:4][NH:5][C:6](=[O:7])[c:8]1[cH:9][cH:10][c:11]2[cH:12][cH:13][cH:14][c:15]([CH2:18][c:19]3[c:20]([O:28][CH3:29])[cH:21][c:22]([C:23](=[O:24])[OH:25])[cH:26][cH:27]3)[c:16]2[cH:17]1)[CH2:30][CH3:31].[CH2:64]([Cl:65])[Cl:66].[CH3:33][N:34]([CH3:35])[CH2:36][CH2:37][CH2:38][N:39]=[C:40]=[N:41][CH2:42][CH3:43].[CH3:55][N:56]([CH3:57])[c:58]1[cH:59][cH:60][n:61][cH:62][cH:63]1.[ClH:32].[c:44]1([CH3:54])[c:45]([S:50](=[O:51])(=[O:52])[NH2:53])[cH:46][cH:47][cH:48][cH:49]1>>[CH2:1]([CH3:2])[CH:3]([CH2:4][NH:5][C:6](=[O:7])[c:8]1[cH:9][cH:10][c:11]2[cH:12][cH:13][cH:14][c:15]([CH2:18][c:19]3[c:20]([O:28][CH3:29])[cH:21][c:22]([C:23](=[O:25])[NH:53][S:50]([c:45]4[c:44]([CH3:54])[cH:49][cH:48][cH:47][cH:46]4)(=[O:51])=[O:52])[cH:26][cH:27]3)[c:16]2[cH:17]1)[CH2:30][CH3:31]. Starting materials: Cl (hydrochloric acid), 15, ClC=1C=CC2=C(CCC=3C(=NN(C23)C2=CC=CC=C2)C(=O)OC)C1 (methyl 7-chloro-1-phenyl-4,5-dihydro-1H-benz[g]indazole-3-carboxylate), [OH-].[Na+] (sodium hydroxide). Run in CO (methanol). Run at time 3 hour. The product is ClC=1C=CC2=C(CCC=3C(=NN(C23)C2=CC=CC=C2)C(=O)O)C1 (7-chloro-1-phenyl-4,5-dihydro-1H-benz[g]indazole-3-carboxylic acid). Reaction SMILES: [Cl:1][C:2]1[CH:3]=[CH:4][C:5]2[C:13]3[N:12]([C:14]4[CH:19]=[CH:18][CH:17]=[CH:16][CH:15]=4)[N:11]=[C:10]([C:20]([O:22]C)=[O:21])[C:9]=3[CH2:8][CH2:7][C:6]=2[CH:24]=1.[OH-].[Na+].Cl>CO>[Cl:1][C:2]1[CH:3]=[CH:4][C:5]2[C:13]3[N:12]([C:14]4[CH:19]=[CH:18][CH:17]=[CH:16][CH:15]=4)[N:11]=[C:10]([C:20]([OH:22])=[O:21])[C:9]=3[CH2:8][CH2:7][C:6]=2[CH:24]=1 |f:1.2|. Procedure: A mixture of 15 parts of methyl 7-chloro-1-phenyl-4,5-dihydro-1H-benz[g]indazole-3-carboxylate, 100 parts of aqueous 10 percent sodium hydroxide solution and 120 parts of methanol is refluxed and stirred for 3 hours. The mixture is then cooled and acidified with concentrated hydrochloric acid. The solid which forms is separated by filtration, washed with water, and dried to give 7-chloro-1-phenyl-4,5-dihydro-1H-benz[g]indazole-3-carboxylic acid melting at about 282°C. with evolution of gas. Reactants: S(=O)(Cl)Cl (thionyl chloride), BrC=1C(=CC(=NC1)CO)N (5 -Bromo-4 -amino-2 -hydroxymethylpyridine), S(=O)(Cl)Cl (thionyl chloride). Solvent: C(Cl)(Cl)Cl (chloroform), C(Cl)(Cl)Cl (chloroform). Reaction conditions: time 1 hour. The product is Cl.BrC=1C(=CC(=NC1)CCl)N (5 -Bromo-4 -amino-2 -chloromethylpyridine hydrochloride). RXN SMILES: [Br:1][C:2]1[C:3]([NH2:10])=[CH:4][C:5]([CH2:8]O)=[N:6][CH:7]=1.S(Cl)([Cl:13])=O>C(Cl)(Cl)Cl>[ClH:13].[Br:1][C:2]1[C:3]([NH2:10])=[CH:4][C:5]([CH2:8][Cl:13])=[N:6][CH:7]=1 |f:3.4|. Procedure: 5 -Bromo-4 -amino-2 -hydroxymethylpyridine (0.60 g, 0.003 M) in chloroform (15 ml) was cooled to -10 ° and thionyl chloride (0.64 ml, 1.05 g, 0.0089 M) in chloroform (5 ml) added dropwise over 20 minutes so that the temperature of the reaction mixture did not rise above -10°. The reaction mixture was stirred for 1 hour at -10 ° and then allowed to warm to room temperature and stirred for 21 hours (if the reaction is not complete at this stage, further portions of thionyl chloride can be added (a... Starting materials: ClC1=CC(=NC=N1)NC=1C=C(C(=O)NC)C=CC1C (3-(6-chloro-pyrimidin-4-ylamino)-4,N-dimethyl-benzamide), Cl.CNCC(C)(C)C (N-methylneopentylamine hydrochloride), CCN(C(C)C)C(C)C (DIEA). Solvent: CS(=O)C (DMSO). Reaction conditions: temperature 110 celsius. The product is CC(CN(C1=CC(=NC=N1)NC=1C=C(C(=O)NC)C=CC1C)C)(C)C (3-{6-[(2,2-dimethyl-propyl)-methyl-amino]-pyrimidin-4-ylamino}-4,N-dimethyl-benzamide). Yield: 93.6%. Reaction SMILES: Cl[C:2]1[N:7]=[CH:6][N:5]=[C:4]([NH:8][C:9]2[CH:10]=[C:11]([CH:16]=[CH:17][C:18]=2[CH3:19])[C:12]([NH:14][CH3:15])=[O:13])[CH:3]=1.Cl.[CH3:21][NH:22][CH2:23][C:24]([CH3:27])([CH3:26])[CH3:25].CCN(C(C)C)C(C)C>CS(C)=O>[CH3:25][C:24]([CH3:27])([CH3:26])[CH2:23][N:22]([CH3:21])[C:2]1[N:7]=[CH:6][N:5]=[C:4]([NH:8][C:9]2[CH:10]=[C:11]([CH:16]=[CH:17][C:18]=2[CH3:19])[C:12]([NH:14][CH3:15])=[O:13])[CH:3]=1 |f:1.2|. Procedure details: To a solution of 3-(6-chloro-pyrimidin-4-ylamino)-4,N-dimethyl-benzamide (0.4 g, 1.44 mmol) in DMSO (3 mL), N-methylneopentylamine hydrochloride (0.4 g, 2.9 mmol) and DIEA (0.5 mL, 2.9 mmol) were added. The resulting solution was heated at 110° C. for 4 days. The product was purified by silica gel column chromatography using ethyl acetate as eluent to afford the product (0.46 g, yield 99%). MS (m/z): 342 (M+H). Reactants: [Al+3], O=Cc1nc2c(cc1Cl)SCCN2, O=Cc1nc2c(cc1Cl)SCC(=O)N2, Cl, Cl, [H-], [H-], [H-], [H-], [Li+], O=[N+]([O-])c1ccccn1, NC1CCN(CC2Cn3c(=O)ccc4ccc(=O)n2c43)CC1. The product is OCc1nc2c(cc1Cl)SCCN2. As a reaction SMILES: [Al+3:62].[Cl:25][c:26]1[cH:27][c:28]2[c:33]([n:34][c:35]1[CH:36]=[O:37])[NH:32][CH2:31][CH2:30][S:29]2.[Cl:47][c:48]1[c:49]([CH:50]=[O:51])[n:52][c:53]2[c:59]([cH:60]1)[S:58][CH2:57][C:55](=[O:56])[NH:54]2.[ClH:1].[ClH:2].[H-:61].[H-:64].[H-:65].[H-:66].[Li+:63].[N+:38]([c:39]1[cH:40][cH:41][cH:42][cH:43][n:44]1)([O-:45])=[O:46].[NH2:3][CH:4]1[CH2:5][CH2:6][N:7]([CH2:8][CH:9]2[n:10]3[c:11]4[n:12]([c:13](=[O:14])[cH:15][cH:16][c:17]4[cH:18][cH:19][c:20]3=[O:21])[CH2:22]2)[CH2:23][CH2:24]1>>[Cl:25][c:26]1[cH:27][c:28]2[c:33]([n:34][c:35]1[CH2:36][OH:37])[NH:32][CH2:31][CH2:30][S:29]2. Reactants: Cl.CON (O-methylhydroxylamine hydrochloride), ClC1=NC(=NC(=C1)Cl)S(=O)(=O)C (4,6-dichloro-2-methylsulfonylpyrimidine), C([O-])([O-])=O.[K+].[K+] (potassium carbonate). Solvent: CN(C=O)C (N,N-dimethylformamide). Conditions: temperature 90 celsius. Yields the product ClC1=NC(=NC(=C1)NOC)S(=O)(=O)C (4-chloro-6-methoxyamino-2-methylsulfonylpyrimidine). As a reaction SMILES: Cl.[CH3:2][O:3][NH2:4].[Cl:5][C:6]1[CH:11]=[C:10](Cl)[N:9]=[C:8]([S:13]([CH3:16])(=[O:15])=[O:14])[N:7]=1.C(=O)([O-])[O-].[K+].[K+]>CN(C)C=O>[Cl:5][C:6]1[CH:11]=[C:10]([NH:4][O:3][CH3:2])[N:9]=[C:8]([S:13]([CH3:16])(=[O:15])=[O:14])[N:7]=1 |f:0.1,3.4.5|. Procedure details: 40 g (0.48 mol) of O-methylhydroxylamine hydrochloride is added to a solution of 100 g (0.44 mol) of 4,6-dichloro-2-methylsulfonylpyrimidine in 400 ml of N,N-dimethylformamide. 66 g (0.48 mol) of potassium carbonate is added and the whole is heated at 90° C. for 10 hours. The mixture is allowed to cool, is evaporated down, the residue is taken up in 10% strength aqueous hydrochloric acid and dichloromethane, the phases are separated, dried and concentrated in a rotary evaporator. The 4-chloro-6-... Starting materials: CCCCN, COc1ccc(C(c2ccc(OCC3CO3)c(C)c2)C2CCCc3ccccc32)cc1, CCO. Product: CCCCNCC(O)COc1ccc(C(c2ccc(OC)cc2)C2CCCc3ccccc32)cc1C. As a reaction SMILES: [CH2:32]([CH2:33][CH2:34][CH3:35])[NH2:36].[CH3:1][O:2][c:3]1[cH:4][cH:5][c:6]([CH:9]([CH:10]2[CH2:11][CH2:12][CH2:13][c:14]3[cH:15][cH:16][cH:17][cH:18][c:19]32)[c:20]2[cH:21][c:22]([CH3:31])[c:23]([O:26][CH2:27][CH:28]3[CH2:29][O:30]3)[cH:24][cH:25]2)[cH:7][cH:8]1.[CH3:37][CH2:38][OH:39]>>[CH3:1][O:2][c:3]1[cH:4][cH:5][c:6]([CH:9]([CH:10]2[CH2:11][CH2:12][CH2:13][c:14]3[cH:15][cH:16][cH:17][cH:18][c:19]32)[c:20]2[cH:21][c:22]([CH3:31])[c:23]([O:26][CH2:27][CH:28]([CH2:29][NH:36][CH2:32][CH2:33][CH2:34][CH3:35])[OH:30])[cH:24][cH:25]2)[cH:7][cH:8]1. Reagents/catalysts: CN(C1=CC=NC=C1)C (4-dimethylaminopyridine). Product: NC1=NC=C2N=CN(C2=N1)OC(COC(C)=O)CCOC(C)=O (2-amino-9-(1,4-diacetoxybut-2-oxy)purine). Isolated yield 83.0%. Starting materials: NC1=NC=C2N=CN(C2=N1)OC(CO)CCO (2-amino-9-(1,4-dihydroxybut-2-oxy)purine), C(C)(=O)OC(C)=O (acetic anhydride), CN(C=O)C (N,N-dimethylformamide), CO (methanol). Procedure details: A solution of 2-amino-9-(1,4-dihydroxybut-2-oxy)purine (100 mg, 0.42 mmol), 4-dimethylaminopyridine (4 mg) and acetic anhydride (0.14 ml, 1.5 mmol) in N,N-dimethylformamide (3 ml) was stirred at room temperature for 15 minutes and methanol (0.5 ml) was then added. The solvent was removed and the residue was partitioned between chloroform (5 ml) and aqueous sodium bicarbonate (3 ml). The aqueous layer was extracted with chloroform again (5 ml) and the combined organic extracts were dried (magnesi... Reaction SMILES: [NH2:1][C:2]1[N:10]=[C:9]2[C:5]([N:6]=[CH:7][N:8]2[O:11][CH:12]([CH2:15][CH2:16][OH:17])[CH2:13][OH:14])=[CH:4][N:3]=1.[C:18](OC(=O)C)(=[O:20])[CH3:19].[CH3:25]O.CN(C)[CH:29]=[O:30]>CN(C)C1C=CN=CC=1>[NH2:1][C:2]1[N:10]=[C:9]2[C:5]([N:6]=[CH:7][N:8]2[O:11][CH:12]([CH2:15][CH2:16][O:17][C:29](=[O:30])[CH3:25])[CH2:13][O:14][C:18](=[O:20])[CH3:19])=[CH:4][N:3]=1. The reactants are O1CC(C1)=O (oxetan-3-one), CC=1N=CN(C1)COCC[Si](C)(C)C (4-methyl-1-((2-(trimethylsilyl)ethoxy)methyl)-1H-imidazole), CC=1N=CN(C1)COCC[Si](C)(C)C (4-methyl-1-((2-(trimethylsilyl)ethoxy)methyl)-1H-imidazole), [Li]CCCC (n-BuLi). Run in O1CCCC1 (tetrahydrofuran), O1CCCC1 (tetrahydrofuran). Conditions: time 1 hour. Product: CC=1N=C(N(C1)COCC[Si](C)(C)C)C1(COC1)O (3-(4-Methyl-1-((2-(trimethylsilyl)ethoxy)methyl)-1H-imidazol-2-yl)oxetan-3-ol). RXN SMILES: [CH3:1][C:2]1[N:3]=[CH:4][N:5]([CH2:7][O:8][CH2:9][CH2:10][Si:11]([CH3:14])([CH3:13])[CH3:12])[CH:6]=1.[Li]CCCC.[O:20]1[CH2:23][C:22](=[O:24])[CH2:21]1>O1CCCC1>[CH3:1][C:2]1[N:3]=[C:4]([C:22]2([OH:24])[CH2:23][O:20][CH2:21]2)[N:5]([CH2:7][O:8][CH2:9][CH2:10][Si:11]([CH3:13])([CH3:12])[CH3:14])[CH:6]=1. Procedure details: Into a 1000-mL three-neck round-bottom flask, which was purged and maintained with an inert atmosphere of nitrogen, was placed a solution of 4-methyl-1-((2-(trimethylsilyl)ethoxy)methyl)-1H-imidazole (compound 192.1, 9 g, 42.38 mmol) in tetrahydrofuran (200 mL). This was followed by the addition of n-BuLi (34 mL, 2.5 M in THF) dropwise at −78° C. and stirred for 1 h. To this was added a solution of oxetan-3-one (6.11 g, 84.79 mmol) in tetrahydrofuran (30 mL) dropwise at −78° C. The reaction mixt...